This data is from the Open Reaction Database (ORD), a public repository of structured organic reaction records. The task is: describe an organic reaction: reactants, conditions, products, and yield The reactants are N (ammonia), C[Si](Cl)(C)C (trimethylchlorosilane), BrCCCCCCO (6-bromohexan-1-ol). Solvent: C1=CC=CC=C1 (benzene). Product: N (ammonia), BrCCCCCCO[Si](C)(C)C (6-bromohexyloxytrimethylsilane). RXN SMILES: [CH3:1][Si:2]([CH3:5])([CH3:4])Cl.[Br:6][CH2:7][CH2:8][CH2:9][CH2:10][CH2:11][CH2:12][OH:13].[NH3:14]>C1C=CC=CC=1>[NH3:14].[Br:6][CH2:7][CH2:8][CH2:9][CH2:10][CH2:11][CH2:12][O:13][Si:2]([CH3:5])([CH3:4])[CH3:1]. Procedure: 13.8 G. of trimethylchlorosilane and 11.4 g. of 6-bromohexan-1-ol are mixed together in 100 ml. of dry benzene and are stirred in an ice-bath while anhydrous ammonia is passed therethrough until the odor of ammonia persists to obtain 6-bromohexyloxytrimethylsilane, which is worked up by filtration, followed by evaporation of the filtrate and distillation in vacuo. Reactants: [BH4-], CCO, NC(=O)COc1ccc(C=O)cc1Cl, [Na+]. Yields the product NC(=O)COc1ccc(CO)cc1Cl. Reaction SMILES: [BH4-:15].[CH3:17][CH2:18][OH:19].[Cl:1][c:2]1[c:3]([O:4][CH2:5][C:6](=[O:7])[NH2:8])[cH:9][cH:10][c:11]([CH:13]=[O:14])[cH:12]1.[Na+:16]>>[Cl:1][c:2]1[c:3]([O:4][CH2:5][C:6](=[O:7])[NH2:8])[cH:9][cH:10][c:11]([CH2:13][OH:14])[cH:12]1. The reactants are CC(C)(C)Cn1c(N)nc2ccc(C#Cc3ccc(F)cc3)nc21, CO. Product: CC(C)(C)Cn1c(N)nc2ccc(CCc3ccc(F)cc3)nc21. Reaction SMILES: [CH3:1][C:2]([CH2:3][n:4]1[c:5]([NH2:22])[n:6][c:7]2[c:8]1[n:9][c:10]([C:13]#[C:14][c:15]1[cH:16][cH:17][c:18]([F:21])[cH:19][cH:20]1)[cH:11][cH:12]2)([CH3:23])[CH3:24].[CH3:25][OH:26]>>[CH3:1][C:2]([CH2:3][n:4]1[c:5]([NH2:22])[n:6][c:7]2[c:8]1[n:9][c:10]([CH2:13][CH2:14][c:15]1[cH:16][cH:17][c:18]([F:21])[cH:19][cH:20]1)[cH:11][cH:12]2)([CH3:23])[CH3:24]. The reactants are C1(C=2C(C(=O)O1)=CC=CC2)=O (phthalic anhydride), COC=1C=C(C=CC1)CC(=O)O (m-methoxyphenylacetic acid), fused sodium acetate. Reaction conditions: temperature 255 celsius. Product: COC=1C=C(C=C2OC(=O)C3=CC=CC=C23)C=CC1 ((3-methoxybenzal)phthalide). Yield: 73.1%. As a reaction SMILES: [C:1]1(=O)[O:6][C:4](=[O:5])[C:3]2=[CH:7][CH:8]=[CH:9][CH:10]=[C:2]12.[CH3:12][O:13][C:14]1[CH:15]=[C:16]([CH2:20]C(O)=O)[CH:17]=[CH:18][CH:19]=1>>[CH3:12][O:13][C:14]1[CH:15]=[C:16]([CH:17]=[CH:18][CH:19]=1)[CH:20]=[C:1]1[C:2]2[C:3](=[CH:7][CH:8]=[CH:9][CH:10]=2)[C:4](=[O:5])[O:6]1. Reported procedure: A mixture of phthalic anhydride (89.6 g, 0.605 mol), m-methoxyphenylacetic acid, (100.5 g, 0.605 mol), and freshly fused sodium acetate (3.0 g) is heated to 255° C. for 1 hour under a Dean-Stark receiver. The orange melt is poured onto aluminum foil and allowed to cool. The solid residue is recrystallized from absolute ethanol (2500 ml) to give 111.5 g (73%) of (3-methoxybenzal)phthalide as a yellow solid: m.p. 119°-123° C. Without further purification it (111.5 g, 0.441 mol) is hydrogenated wit... Reactants: NC=1C=C(C=CC1[N+](=O)[O-])C=1N=C(SC1)NC(OC(C)(C)C)=O (tert-Butyl 4-(3-amino-4-nitrophenyl)thiazol-2-ylcarbamate), COC1=CC=C(C(=O)Cl)C=C1 (4-methoxybenzoyl chloride). Reagents/catalysts: CN(C)C1=CC=NC=C1 (4-(N,N-dimethylamino)pyridine). Run in N1=CC=CC=C1 (pyridine). Conditions: time 16 hour. The product is COC1=CC=C(C(=O)NC=2C=C(C=CC2[N+](=O)[O-])C=2N=C(SC2)NC(OC(C)(C)C)=O)C=C1 (tert-Butyl 4-(3-(4-methoxybenzamido)-4-nitrophenyl)thiazol-2-ylcarbamate). Isolated yield 71.8%. Reaction SMILES: [NH2:1][C:2]1[CH:3]=[C:4]([C:11]2[N:12]=[C:13]([NH:16][C:17](=[O:23])[O:18][C:19]([CH3:22])([CH3:21])[CH3:20])[S:14][CH:15]=2)[CH:5]=[CH:6][C:7]=1[N+:8]([O-:10])=[O:9].[CH3:24][O:25][C:26]1[CH:34]=[CH:33][C:29]([C:30](Cl)=[O:31])=[CH:28][CH:27]=1>N1C=CC=CC=1.CN(C1C=CN=CC=1)C>[CH3:24][O:25][C:26]1[CH:34]=[CH:33][C:29]([C:30]([NH:1][C:2]2[CH:3]=[C:4]([C:11]3[N:12]=[C:13]([NH:16][C:17](=[O:23])[O:18][C:19]([CH3:20])([CH3:22])[CH3:21])[S:14][CH:15]=3)[CH:5]=[CH:6][C:7]=2[N+:8]([O-:10])=[O:9])=[O:31])=[CH:28][CH:27]=1. Reported procedure: To a solution of compound 150 (390 mg, 1.28 mmol) in pyridine was added 4-methoxybenzoyl chloride (181 mg, 1.06 mmol) and 4-(N,N-dimethylamino)pyridine (13 mg, 0.11 mmol). The mixture was stirred for 16 h and partitioned between EtOAc and H2O. The organic layer was washed with brine and some compound was collected by filtration. The filtrate was dried over MgSO4, filtered and concentrated in vacuo and then crystallized from a mixture of EtOAc/Hexanes. The two crops were combined affording the ti... Starting materials: ClC1=NC=NC2=CC=C(C=C12)C=O (4-Chloro-quinazoline-6-carbaldehyde), CNC (dimethylamine). Solvent: O1CCOCC1 (dioxane), O (water). Run at time 2 hour. Yields the product CN(C1=NC=NC2=CC=C(C=C12)C=O)C (4-Dimethylamino-quinazoline-6-carbaldehyde). Reaction SMILES: Cl[C:2]1[C:11]2[C:6](=[CH:7][CH:8]=[C:9]([CH:12]=[O:13])[CH:10]=2)[N:5]=[CH:4][N:3]=1.[CH3:14][NH:15][CH3:16]>O1CCOCC1.O>[CH3:14][N:15]([CH3:16])[C:2]1[C:11]2[C:6](=[CH:7][CH:8]=[C:9]([CH:12]=[O:13])[CH:10]=2)[N:5]=[CH:4][N:3]=1. Procedure: 4-Chloro-quinazoline-6-carbaldehyde (200 mg, 1 mmol) was dissolved in 10 ml dioxane. To this solution was added a solution of dimethylamine in water (Seq.). The mixture was stirred during 2 h at r.t. Evaporation of the solvents and remaining amine under high vacuum afforded pure 4-Dimethylamino-quinazoline-6-carbaldehyde as a yellow solid, which was used for the next step without further purification (190 mg=91%). Starting materials: O=CC(=O)O, CCOC(=O)CC(NC(=O)OCc1ccccc1)c1cccc(NC(=O)OCCc2ccc(B(O)O)cc2C)c1, CC(C)(C)OC(=O)N(C(=O)OC(C)(C)C)c1nccc2cc(N)ccc12, O. Reaction SMILES: [C:68]([CH:69]=[O:70])(=[O:71])[OH:72].[CH2:1]([c:2]1[cH:3][cH:4][cH:5][cH:6][cH:7]1)[O:8][C:9](=[O:10])[NH:11][CH:12]([CH2:13][C:14](=[O:15])[O:16][CH2:17][CH3:18])[c:19]1[cH:20][c:21]([NH:25][C:26](=[O:27])[O:28][CH2:29][CH2:30][c:31]2[c:32]([CH3:40])[cH:33][c:34]([B:37]([OH:38])[OH:39])[cH:35][cH:36]2)[cH:22][cH:23][cH:24]1.[NH2:41][c:42]1[cH:43][c:44]2[cH:45][cH:46][n:47][c:48]([N:52]([C:53](=[O:54])[O:55][C:56]([CH3:57])([CH3:58])[CH3:59])[C:60](=[O:61])[O:62][C:63]([CH3:64])([CH3:65])[CH3:66])[c:49]2[cH:50][cH:51]1.[OH2:67]>>[CH2:1]([c:2]1[cH:3][cH:4][cH:5][cH:6][cH:7]1)[O:8][C:9](=[O:10])[NH:11][CH:12]([CH2:13][C:14](=[O:15])[O:16][CH2:17][CH3:18])[c:19]1[cH:20][c:21]([NH:25][C:26](=[O:27])[O:28][CH2:29][CH2:30][c:31]2[c:32]([CH3:40])[cH:33][c:34]([CH:69]([NH:41][c:42]3[cH:43][c:44]4[cH:45][cH:46][n:47][c:48]([N:52]([C:53](=[O:54])[O:55][C:56]([CH3:57])([CH3:58])[CH3:59])[C:60](=[O:61])[O:62][C:63]([CH3:64])([CH3:65])[CH3:66])[c:49]4[cH:50][cH:51]3)[C:68](=[O:71])[OH:72])[cH:35][cH:36]2)[cH:22][cH:23][cH:24]1. Product: CCOC(=O)CC(NC(=O)OCc1ccccc1)c1cccc(NC(=O)OCCc2ccc(C(Nc3ccc4c(N(C(=O)OC(C)(C)C)C(=O)OC(C)(C)C)nccc4c3)C(=O)O)cc2C)c1. Reactants: sodium hyaluronate, Cl.C(C=CC1=CC=CC=C1)(=O)OCCCN (aminopropyl cinnamate hydrochloride), ON1C(CCC1=O)=O (HOSu.), CCN=C=NCCCN(C)C.Cl (WSCI.HCl), [Cl-].[Na+] (sodium chloride), C(O)([O-])=O.[Na+] (sodium hydrogen carbonate), sodium hyaluronate, ON1C(CCC1=O)=O (N-hydroxysuccinimide). The solvent is O (water), O1CCOCC1 (dioxane), disaccharide, disaccharide, C(C)O (ethanol), O (water), O (water), O (water), C(C)(=O)O (acetic acid), O (water), O (water). Reaction conditions: time 30 minute. Product: C(C=CC1=CC=CC=C1)(=O)OCCCN (aminopropyl cinnamate). Isolated yield 650.6%. As a reaction SMILES: ON1C(=O)CCC1=O.CCN=C=NCCCN(C)C.Cl.Cl.[C:22]([O:32][CH2:33][CH2:34][CH2:35][NH2:36])(=[O:31])[CH:23]=[CH:24][C:25]1[CH:30]=[CH:29][CH:28]=[CH:27][CH:26]=1.C(=O)([O-])O.[Na+].[Cl-].[Na+]>O.O1CCOCC1.C(O)C.C(O)(=O)C>[C:22]([O:32][CH2:33][CH2:34][CH2:35][NH2:36])(=[O:31])[CH:23]=[CH:24][C:25]1[CH:30]=[CH:29][CH:28]=[CH:27][CH:26]=1 |f:1.2,3.4,5.6,7.8|. Reported procedure: In 115 mL of water/144 mL of dioxane was dissolved 1.0 g (2.5 mmol/disaccharide unit (a molar number as a disaccharide unit (hereinafter the same). In the following, this sodium hyaluronate is also referred to as HA.) of sodium hyaluronate having a weight average molecular weight of 900,000, then, 172 mg of N-hydroxysuccinimide (hereinafter also referred to as HOSu.)/5 mL of water, 143 mg of water-soluble carbodiimide hydrochloride (hereinafter also referred to as WSCI.HCl.)/5 mL of water, and 1... The reactants are COc1ccc(-c2nc(SC(F)(F)C(F)Br)[nH]c2-c2ccc(OC)cc2)cc1, O=C([O-])[O-], CN(C)C=O, [K+], [K+], O. Product: COc1ccc(-c2nc3n(c2-c2ccc(OC)cc2)C(F)C(F)(F)S3)cc1. RXN SMILES: [Br:1][CH:2]([C:3]([F:4])([F:5])[S:6][c:7]1[nH:8][c:9](-[c:20]2[cH:21][cH:22][c:23]([O:26][CH3:27])[cH:24][cH:25]2)[c:10](-[c:12]2[cH:13][cH:14][c:15]([O:18][CH3:19])[cH:16][cH:17]2)[n:11]1)[F:28].[C:29](=[O:30])([O-:31])[O-:32].[CH3:35][N:36]([CH3:37])[CH:38]=[O:39].[K+:33].[K+:34].[OH2:40]>>[CH:2]1([F:28])[C:3]([F:4])([F:5])[S:6][c:7]2[n:8][c:9](-[c:20]3[cH:21][cH:22][c:23]([O:26][CH3:27])[cH:24][cH:25]3)[c:10](-[c:12]3[cH:13][cH:14][c:15]([O:18][CH3:19])[cH:16][cH:17]3)[n:11]21. The reactants are O (water), ClN1C(CCC1=O)=O (N-chlorosuccinimide), CN1N=CN2C1=CN1C(C3=C2C=CC=C3)=CC3=CC=C(C=C31)Cl (1-methyl-12-chloro-4H-indolo[1,2-d][1,2,4]triazolo[4,3-a][1,4]benzodiazepine). Solvent: CN(C=O)C (dimethylformamide), CN(C=O)C (dimethylformamide). Reaction conditions: time 3 hour. Product: ClC1=C2C=C3N(C=C4N(C5=C3C=CC=C5)C=NN4C)C2=CC(=C1)Cl (10,12-Dichloro-1-methyl-4H-indolo[1,2-d][1,2,4]triazolo[4,3-a][1,4]benzodiazepine). The yield is 31.7%. Reaction SMILES: [Cl:1]N1C(=O)CCC1=O.[CH3:9][N:10]1[C:14]2=[CH:15][N:16]3[C:30]4[C:25](=[CH:26][CH:27]=[C:28]([Cl:31])[CH:29]=4)[CH:24]=[C:17]3[C:18]3[CH:23]=[CH:22][CH:21]=[CH:20][C:19]=3[N:13]2[CH:12]=[N:11]1.O>CN(C)C=O>[Cl:1][C:26]1[CH:27]=[C:28]([Cl:31])[CH:29]=[C:30]2[C:25]=1[CH:24]=[C:17]1[C:18]3[CH:23]=[CH:22][CH:21]=[CH:20][C:19]=3[N:13]3[CH:12]=[N:11][N:10]([CH3:9])[C:14]3=[CH:15][N:16]12. Reported procedure: A solution of 1.91 g N-chlorosuccinimide in 45 ml dimethylformamide was added dropwise to a solution of 3.33 g 1-methyl-12-chloro-4H-indolo[1,2-d][1,2,4]triazolo[4,3-a][1,4]benzodiazepine in 100 ml dimethylformamide. The reaction mixture was stirred for three hours at room temperature. Upon addition of water and stirring overnight, a solid precipitated. This was collected, triturated with hexane and dried to yield 1.72 g. Recrystallization from methanol/water yielded 1.17 g solid;